Dataset: the Open Reaction Database (ORD), a public repository of structured organic reaction records. Task: describe an organic reaction: reactants, conditions, products, and yield Reactants: F[B-](F)(F)F, CNC(CN1CC(O)(C2CC2)C1)C1CC1, ClCCl, Cc1cc(C(=O)O)ccc1F, [K+], [OH-], CN(C)C(On1nnc2ccccc21)=[N+](C)C. The product is Cc1cc(C(=O)N(C)C(CN2CC(O)(C3CC3)C2)C2CC2)ccc1F. Reaction SMILES: [B-:12]([F:13])([F:14])([F:15])[F:16].[CH:34]1([C:37]2([OH:48])[CH2:38][N:39]([CH2:41][CH:42]([NH:43][CH3:44])[CH:45]3[CH2:46][CH2:47]3)[CH2:40]2)[CH2:35][CH2:36]1.[Cl:51][CH2:52][Cl:53].[F:1][c:2]1[c:3]([CH3:11])[cH:4][c:5]([C:6](=[O:7])[OH:8])[cH:9][cH:10]1.[K+:50].[OH-:49].[n:17]1([O:18][C:19]([N:20]([CH3:21])[CH3:22])=[N+:23]([CH3:24])[CH3:25])[c:26]2[cH:27][cH:28][cH:29][cH:30][c:31]2[n:32][n:33]1>>[F:1][c:2]1[c:3]([CH3:11])[cH:4][c:5]([C:6](=[O:8])[N:43]([CH:42]([CH2:41][N:39]2[CH2:38][C:37]([CH:34]3[CH2:35][CH2:36]3)([OH:48])[CH2:40]2)[CH:45]2[CH2:46][CH2:47]2)[CH3:44])[cH:9][cH:10]1. Starting materials: C(C1=CC=CC=C1)OC=1C=C(C(=O)Cl)C=C(C1)OCC1=CC=CC=C1 (3,5-dibenzyloxy-benzoyl-chloride), diethyl ethoxy-magnesium-malonate, 5-N, S(O)(O)(=O)=O (sulphuric acid). The solvent is C1=CC=CC=C1 (benzene), C1=CC=CC=C1 (benzene). Run at temperature 130 celsius. Product: CC(=O)C1=CC(=CC(=C1)OCC2=CC=CC=C2)OCC3=CC=CC=C3 (3,5-Dibenzyloxyacetophenone). Reaction SMILES: [CH2:1]([O:8][C:9]1[CH:10]=[C:11]([CH:15]=[C:16]([O:18][CH2:19][C:20]2[CH:25]=[CH:24][CH:23]=[CH:22][CH:21]=2)[CH:17]=1)[C:12](Cl)=[O:13])[C:2]1[CH:7]=[CH:6][CH:5]=[CH:4][CH:3]=1.[C:26]([O-])(=O)CC([O-])=O.C(C(CC)(O[Mg+2])C)C.S(=O)(=O)(O)O>C1C=CC=CC=1>[CH3:26][C:12]([C:11]1[CH:10]=[C:9]([O:8][CH2:1][C:2]2[CH:7]=[CH:6][CH:5]=[CH:4][CH:3]=2)[CH:17]=[C:16]([O:18][CH2:19][C:20]2[CH:25]=[CH:24][CH:23]=[CH:22][CH:21]=2)[CH:15]=1)=[O:13] |f:1.2|. Reported procedure: 70 g of 3,5-dibenzyloxy-benzoyl-chloride in dry benzene were slowly added to a solution of diethyl ethoxy-magnesium-malonate prepared in known manner. The reaction mixture was refluxed overnight, and after cooling 300 ml of benzene and 200 ml of 5-N sulphuric acid were added to hydrolyze the mixture. The benzene phase was washed three times with water and dried with magnesium sulphate. The benzene was evaporated and the excess of diethyl malonate distilled off under reduced pressure. To the resi...